This data is from the Open Reaction Database (ORD), a public repository of structured organic reaction records. The task is: describe an organic reaction: reactants, conditions, products, and yield Starting materials: CC(=O)O, CCO, Cl, NCCc1c[nH]c2ccc(O)cc12. Product: Cl, Oc1ccc2[nH]c3c(c2c1)CCNC3. Reaction SMILES: [CH3:15][C:16](=[O:17])[OH:18].[CH3:19][CH2:20][OH:21].[ClH:1].[NH2:2][CH2:3][CH2:4][c:5]1[cH:6][nH:7][c:8]2[cH:9][cH:10][c:11]([OH:14])[cH:12][c:13]12>>[ClH:1].[NH:2]1[CH2:3][CH2:4][c:5]2[c:6]([nH:7][c:8]3[cH:9][cH:10][c:11]([OH:14])[cH:12][c:13]23)[CH2:15]1. Reactants: O (H2O), O1CCOC12CCNCC2 (1,4-dioxa-8-azaspiro[4.5]decane), CCN(C(C)C)C(C)C (DIPEA), ClC=1N=NC(=CC1)Cl (3,6-dichloropyridazine). The solvent is CS(=O)C (DMSO). Reaction conditions: temperature 80 celsius. Yields the product ClC1=CC=C(N=N1)N1CCC2(OCCO2)CC1 (8-(6-chloropyridazin-3-yl)-1,4-dioxa-8-azaspiro[4.5]decane). As a reaction SMILES: [Cl:1][C:2]1[N:3]=[N:4][C:5](Cl)=[CH:6][CH:7]=1.[O:9]1[C:13]2([CH2:18][CH2:17][NH:16][CH2:15][CH2:14]2)[O:12][CH2:11][CH2:10]1.CCN(C(C)C)C(C)C.O>CS(C)=O>[Cl:1][C:2]1[N:3]=[N:4][C:5]([N:16]2[CH2:17][CH2:18][C:13]3([O:12][CH2:11][CH2:10][O:9]3)[CH2:14][CH2:15]2)=[CH:6][CH:7]=1. Reported procedure: To a mixture of 3,6-dichloropyridazine (2.98 g, 20 mmol) in DMSO (10 mL) was added 1,4-dioxa-8-azaspiro[4.5]decane (3 g, 21 mmol) and DIPEA (4.18 mL, 24 mmol). The resulting mixture was heated at 80° C. for 4 h and was then poured into H2O (300 mL). The resulting solid was washed with H2O (10 mL×3) and hexane (10 mL×3) and then dried to yield 8-(6-chloropyridazin-3-yl)-1,4-dioxa-8-azaspiro[4.5]decane. Starting materials: BrCCC(CC(=O)O)(C)C (5-Bromo-3,3-dimethylpentanoic acid), acid chloride, S(=O)(Cl)Cl (thionyl chloride). Yields the product BrCCC(CC(=O)Cl)(C)C (5-Bromo-3,3-dimethylpentanoyl chloride). The yield is 89.0%. As a reaction SMILES: [Br:1][CH2:2][CH2:3][C:4]([CH3:10])([CH3:9])[CH2:5][C:6](O)=[O:7].S(Cl)([Cl:13])=O>>[Br:1][CH2:2][CH2:3][C:4]([CH3:10])([CH3:9])[CH2:5][C:6]([Cl:13])=[O:7]. Procedure details: 5-Bromo-3,3-dimethylpentanoic acid (40 g, 0.192 mol) was converted into the corresponding acid chloride by heating it on a water bath with thionyl chloride (29.6 g, 1.3 equivalents). The title compound was obtained by vacuum distillation as a colourless liquid, 38.8 g (89% yield), b.p. 77° C./0.75 mm Hg. 1H NMR (CDCl3) δ3.40 (2H, t), 2.85 (2H, s), 2.00 (2H, t), and 1.10 (6H, s). Starting materials: CO, CCS(=O)c1cnc2[nH]c(C(CC3CCCC3)c3ccc(S(C)(=O)=O)cc3)cc2c1, [K+], O=[Mn](=O)(=O)[O-], O. Product: CCS(=O)(=O)c1cnc2[nH]c(C(CC3CCCC3)c3ccc(S(C)(=O)=O)cc3)cc2c1. Reaction SMILES: [CH3:37][OH:38].[CH:1]1([CH2:6][CH:7]([c:8]2[cH:9][cH:10][c:11]([S:14](=[O:15])(=[O:16])[CH3:17])[cH:12][cH:13]2)[c:18]2[cH:19][c:20]3[c:21]([n:22][cH:23][c:24]([S:26](=[O:27])[CH2:28][CH3:29])[cH:25]3)[nH:30]2)[CH2:2][CH2:3][CH2:4][CH2:5]1.[K+:36].[Mn:31](=[O:32])([O-:33])(=[O:34])=[O:35].[OH2:39]>>[CH:1]1([CH2:6][CH:7]([c:8]2[cH:9][cH:10][c:11]([S:14](=[O:15])(=[O:16])[CH3:17])[cH:12][cH:13]2)[c:18]2[cH:19][c:20]3[c:21]([n:22][cH:23][c:24]([S:26](=[O:27])([CH2:28][CH3:29])=[O:32])[cH:25]3)[nH:30]2)[CH2:2][CH2:3][CH2:4][CH2:5]1.